This data is from the Open Reaction Database (ORD), a public repository of structured organic reaction records. The task is: describe an organic reaction: reactants, conditions, products, and yield The reactants are CCOCC (Et2O), C(C)OC(CN(C(=O)OC(C)(C)C)C1=C(C=CC(=C1)C#N)N)=O (N-Boc-2-amino-5-cyanophenylglycin ethyl ester), Cl (HCl). Solvent: CO (MeOH), O1CCOCC1 (dioxane). The product is C(#N)C=1C=C2NCC(NC2=CC1)=O (6-cyano-3,4-dihydroquinoxalin-2(1H)-one). Yield: 99.0%. Reaction SMILES: C([O:3][C:4](=O)[CH2:5][N:6]([C:14]1[CH:19]=[C:18]([C:20]#[N:21])[CH:17]=[CH:16][C:15]=1[NH2:22])C(OC(C)(C)C)=O)C.Cl.CCOCC>CO.O1CCOCC1>[C:20]([C:18]1[CH:19]=[C:14]2[C:15](=[CH:16][CH:17]=1)[NH:22][C:4](=[O:3])[CH2:5][NH:6]2)#[N:21]. Procedure details: N-Boc-2-amino-5-cyanophenylglycin ethyl ester (2.6 g, 8.17 mmol) in MeOH (20 mL) was treated with 4M HCl in dioxane (20 mL) at rt for 16 hours. To the mixture was added Et2O until no more solid appeared. The solid was collected, washed with Et2O, and dried by air to give the product (1.4 g, 82%). 1H NMR (CD3COCD3) δ 7.02 (d, J=8.4 Hz, 1H), 7.00 (d, J=1.8 Hz, 1H), 6.95 (d, J=8.4 Hz, 1H), 3.89 (s, 2H).